This data is from the Open Reaction Database (ORD), a public repository of structured organic reaction records. The task is: describe an organic reaction: reactants, conditions, products, and yield Starting materials: N(=NC(=O)OCC)C(=O)OCC (diethyl azodicarboxylate), OC1CCN(CC1)C(=O)OCC1=CC=CC=C1 (benzyl 4-hydroxypiperidine-1-carboxylate), C(C)(C)(C)OC(=O)N[C@H](C(=O)OC)CC1=CC=C(C=C1)O (methyl (2S)-2-(t-butoxycarbonylamino)-3-(4-hydroxyphenyl)propionate), C1(=CC=CC=C1)P(C1=CC=CC=C1)C1=CC=CC=C1 (triphenylphosphine). The solvent is O1CCCC1 (tetrahydrofuran), C(C)(=O)OCC (ethyl acetate). Conditions: time 15 hour. Yields the product C(C1=CC=CC=C1)OC(=O)N1CCC(CC1)OC1=CC=C(C=C1)C[C@@H](C(=O)OC)NC(=O)OC(C)(C)C (methyl (2S)-3-[4-[1-(benzyloxycarbonyl)-4-piperidyloxy]phenyl]-2-(t-butoxycarbonylamino)propionate). Reaction SMILES: [OH:1][CH:2]1[CH2:7][CH2:6][N:5]([C:8]([O:10][CH2:11][C:12]2[CH:17]=[CH:16][CH:15]=[CH:14][CH:13]=2)=[O:9])[CH2:4][CH2:3]1.[C:18]([O:22][C:23]([NH:25][C@@H:26]([CH2:31][C:32]1[CH:37]=[CH:36][C:35](O)=[CH:34][CH:33]=1)[C:27]([O:29][CH3:30])=[O:28])=[O:24])([CH3:21])([CH3:20])[CH3:19].C1(P(C2C=CC=CC=2)C2C=CC=CC=2)C=CC=CC=1.N(C(OCC)=O)=NC(OCC)=O>O1CCCC1.C(OCC)(=O)C>[CH2:11]([O:10][C:8]([N:5]1[CH2:4][CH2:3][CH:2]([O:1][C:35]2[CH:34]=[CH:33][C:32]([CH2:31][C@H:26]([NH:25][C:23]([O:22][C:18]([CH3:21])([CH3:20])[CH3:19])=[O:24])[C:27]([O:29][CH3:30])=[O:28])=[CH:37][CH:36]=2)[CH2:7][CH2:6]1)=[O:9])[C:12]1[CH:17]=[CH:16][CH:15]=[CH:14][CH:13]=1. Procedure: 18.9 g (86.2 mmol) of benzyl 4-hydroxypiperidine-1-carboxylate, 25.4 g (86.2 mmol) of methyl (2S)-2-(t-butoxycarbonylamino)-3-(4-hydroxyphenyl)propionate and 27.1 g (103.4 mmol) of triphenylphosphine were dissolved in 500 ml of tetrahydrofuran. 37.5 g (86.2 mmol) of diethyl azodicarboxylate was added to the solution at room temperature, and they were stirred for 15 hours. After the treatment with ethyl acetate as the extractant in an ordinary manner, the crude product was obtained, which was pur... Starting materials: ClCC(=O)N(C)C (2-chloro-N,N-dimethylacetamide), CCN(C(C)C)C(C)C (DIEA), NC=1N(N=C2C=C(C=CC12)C=1C=C(N2N=CN=C(C21)N)C2CCNCC2)CC2=C(C=CC=C2)F (5-[3-amino-2-(2-fluorobenzyl)-2H-indazol-6-yl]-7-piperidin-4-ylpyrrolo[2,1-f][1,2,4]triazin-4-amine). The solvent is CO (methanol), C1CCOC1 (THF). Run at time 18 hour. The product is NC1=NC=NN2C1=C(C=C2C2CCN(CC2)CC(=O)N(C)C)C=2C=CC1=C(N(N=C1C2)CC2=C(C=CC=C2)F)N (2-(4-{4-amino-5-[3-amino-2-(2-fluorobenzyl)-2H-indazol-6-yl]pyrrolo[2,1-f][1,2,4]triazin-7-yl}piperidin-1-yl)-N,N-dimethylacetamide). As a reaction SMILES: [NH2:1][C:2]1[N:3]([CH2:27][C:28]2[CH:33]=[CH:32][CH:31]=[CH:30][C:29]=2[F:34])[N:4]=[C:5]2[C:10]=1[CH:9]=[CH:8][C:7]([C:11]1[CH:12]=[C:13]([CH:21]3[CH2:26][CH2:25][NH:24][CH2:23][CH2:22]3)[N:14]3[C:19]=1[C:18]([NH2:20])=[N:17][CH:16]=[N:15]3)=[CH:6]2.Cl[CH2:36][C:37]([N:39]([CH3:41])[CH3:40])=[O:38].CCN(C(C)C)C(C)C>C1COCC1.CO>[NH2:20][C:18]1[C:19]2=[C:11]([C:7]3[CH:8]=[CH:9][C:10]4[C:5]([CH:6]=3)=[N:4][N:3]([CH2:27][C:28]3[CH:33]=[CH:32][CH:31]=[CH:30][C:29]=3[F:34])[C:2]=4[NH2:1])[CH:12]=[C:13]([CH:21]3[CH2:26][CH2:25][N:24]([CH2:36][C:37]([N:39]([CH3:41])[CH3:40])=[O:38])[CH2:23][CH2:22]3)[N:14]2[N:15]=[CH:16][N:17]=1. Reported procedure: To a suspension of 5-[3-amino-2-(2-fluorobenzyl)-2H-indazol-6-yl]-7-piperidin-4-ylpyrrolo[2,1-f][1,2,4]triazin-4-amine (0.1 g, 0.22 mmol) in THF (2 mL) was added 2-chloro-N,N-dimethylacetamide (0.024 g, 0.2 mmol) and DIEA (0.11 g, 0.88 mmol). The mixture was stirred at room temperature for 18 h, diluted with methanol, and concentrated. The crude product was purified by HPLC (10 to 90% CH3CN). 1H NMR (400 MHz, CD2Cl2) δ 7.87 (s, 1 H) 7.58 (d, 1 H) 7.11-7.35 (m, 5 H) 7.01 (d, 1 H) 6.55 (s, 1 H) 5.... RXN SMILES: [CH:1]1[C:10]2[C:5](=[CH:6][CH:7]=[CH:8][CH:9]=2)[CH:4]=[CH:3][C:2]=1[CH2:11][C:12]#[N:13].Br[CH2:15][CH2:16][CH2:17][CH2:18]Br.ClC1C=CC(Cl)=CC=1C1(C#N)CCCC1>>[CH:1]1[C:10]2[C:5](=[CH:6][CH:7]=[CH:8][CH:9]=2)[CH:4]=[CH:3][C:2]=1[C:11]1([C:12]#[N:13])[CH2:18][CH2:17][CH2:16][CH2:15]1. Product: C1=C(C=CC2=CC=CC=C12)C1(CCCC1)C#N (1-Naphthalen-2-yl-cyclopentanecarbonitrile). Procedure: 1-Naphthalen-2-yl-cyclopentanecarbonitrile (211) (25.0 g, 75.46%) was synthesized as a white solid from naphthalen-2-yl-acetonitrile (210) (25.0 g, 149.7 mmol) and 1,4-dibromobutane (17.8 mL, 149.7 mmol) following the procedure described for 1-(2,5-dichlorophenyl)-cyclopentanecarbonitrile (198). Reactants: C1=C(C=CC2=CC=CC=C12)CC#N (naphthalen-2-yl-acetonitrile), BrCCCCBr (1,4-dibromobutane), ClC1=C(C=C(C=C1)Cl)C1(CCCC1)C#N (1-(2,5-dichloro-phenyl)-cyclopentanecarbonitrile). Yield: 75.5%.